Dataset: the Open Reaction Database (ORD), a public repository of structured organic reaction records. Task: describe an organic reaction: reactants, conditions, products, and yield Reactants: C(=O)(C(F)(F)F)O (TFA), C(C)(C)(C)OC(=O)N[C@H](CC(C)(C)C)C(=O)N1[C@H](C(=O)NCC2=C(C=CC(=C2)C(F)(F)F)N2N=NN=C2)CCC1 (N-(tert-butoxycarbonyl)-4-methyl-D-leucyl-N-[2-(1H-tetraazol-1-yl)-5-(trifluoromethyl)benzyl]-L-prolinamide). Solvent: C(Cl)Cl (CH2Cl2). Conditions: time 30 minute. Yields the product CC(C[C@@H](N)C(=O)N1[C@H](C(=O)NCC2=C(C=CC(=C2)C(F)(F)F)N2N=NN=C2)CCC1)(C)C (4-Methyl-D-leucyl-N-[2-(1H-tetraazol-1-yl)-5-(trifluoromethyl)benzyl]-L-prolinamide). RXN SMILES: C(O)(C(F)(F)F)=O.C(OC([NH:15][C@@H:16]([C:22]([N:24]1[CH2:47][CH2:46][CH2:45][C@H:25]1[C:26]([NH:28][CH2:29][C:30]1[CH:35]=[C:34]([C:36]([F:39])([F:38])[F:37])[CH:33]=[CH:32][C:31]=1[N:40]1[CH:44]=[N:43][N:42]=[N:41]1)=[O:27])=[O:23])[CH2:17][C:18]([CH3:21])([CH3:20])[CH3:19])=O)(C)(C)C>C(Cl)Cl>[CH3:19][C:18]([CH3:21])([CH3:20])[CH2:17][C@H:16]([C:22]([N:24]1[CH2:47][CH2:46][CH2:45][C@H:25]1[C:26]([NH:28][CH2:29][C:30]1[CH:35]=[C:34]([C:36]([F:37])([F:38])[F:39])[CH:33]=[CH:32][C:31]=1[N:40]1[CH:44]=[N:43][N:42]=[N:41]1)=[O:27])=[O:23])[NH2:15]. Procedure details: TFA (1 mL) was added to a solution of N-(tert-butoxycarbonyl)-4-methyl-D-leucyl-N-[2-(1H-tetraazol-1-yl)-5-(trifluoromethyl)benzyl]-L-prolinamide (32 mg, 0.06 mmol) in dry CH2Cl2 (3 mL). The solution was stirred at room temperature for 30 min and was then concentrated in vacuo. The title compound was isolated by reverse phase HPLC as a white foam. 1H NMR (400 MHz, CD3OD)): δ 9.62 (s, 1H), 8.03 (s, 1H), 7.89 (dd, J=1.5, 8.2 Hz, 1H), 7.74 (d, J=8.3 Hz, 1H), 4.42 (d, J=15.6 Hz, 1H), 4.35 (d, J=15.6... Reactants: ClCCl, Cc1ccc(S(=O)(=O)N(C)N)cc1, CC#N, CN(C)c1ccncc1, O=C(Cl)c1c(F)cccc1Cl, c1ccncc1. The product is Cc1ccc(S(=O)(=O)N(C)NC(=O)c2c(F)cccc2Cl)cc1. As a reaction SMILES: [CH2:43]([Cl:44])[Cl:45].[CH3:1][N:2]([NH2:3])[S:4](=[O:5])(=[O:6])[c:7]1[cH:8][cH:9][c:10]([CH3:13])[cH:11][cH:12]1.[CH3:20][C:21]#[N:22].[CH3:34][N:35]([CH3:36])[c:37]1[cH:38][cH:39][n:40][cH:41][cH:42]1.[F:23][c:24]1[c:25]([C:26](=[O:27])[Cl:28])[c:29]([Cl:33])[cH:30][cH:31][cH:32]1.[cH:14]1[cH:15][cH:16][n:17][cH:18][cH:19]1>>[CH3:1][N:2]([NH:3][C:26]([c:25]1[c:24]([F:23])[cH:32][cH:31][cH:30][c:29]1[Cl:33])=[O:27])[S:4](=[O:5])(=[O:6])[c:7]1[cH:8][cH:9][c:10]([CH3:13])[cH:11][cH:12]1. Starting materials: N1(CCNCC1)C(=O)OC(C)(C)C (tert-butyl piperazine-1-carboxylate), CCN(C(C)C)C(C)C (DIPEA), ClC1=NC=C(C(=O)O)C=C1 (6-Chloronicotinic acid). Solvent: CN(C(C)=O)C (N,N-dimethylacetamide). Conditions: temperature 130 celsius, time 3 day. The product is C(C)(C)(C)OC(=O)N1CCN(CC1)C1=NC=C(C(=O)O)C=C1 (6-[4-(tert-butoxycarbonyl)piperazin-1-yl]nicotinic acid). RXN SMILES: Cl[C:2]1[CH:10]=[CH:9][C:5]([C:6]([OH:8])=[O:7])=[CH:4][N:3]=1.[N:11]1([C:17]([O:19][C:20]([CH3:23])([CH3:22])[CH3:21])=[O:18])[CH2:16][CH2:15][NH:14][CH2:13][CH2:12]1.CCN(C(C)C)C(C)C>CN(C)C(=O)C>[C:20]([O:19][C:17]([N:11]1[CH2:16][CH2:15][N:14]([C:2]2[CH:10]=[CH:9][C:5]([C:6]([OH:8])=[O:7])=[CH:4][N:3]=2)[CH2:13][CH2:12]1)=[O:18])([CH3:23])([CH3:21])[CH3:22]. Procedure: 6-Chloronicotinic acid was dissolved in N,N-dimethylacetamide (10 ml), and tert-butyl piperazine-1-carboxylate (1.2 g) and DIPEA (1.6 g) were added thereto, followed by stirring at 130° C. for 3 days. The reaction mixture was concentrated under reduced pressure, and to the obtained residue was added a 1 M aqueous NaOH solution, followed by washing with CHCl3. The pH of the aqueous layer was adjusted to around 6 to 7 by the addition of 1 M hydrochloric acid, followed by extraction with CHCl3. The... Reactants: COC=1C(=CC2=C(CCN(CC2)C(COC)COC)C1)N (8-Methoxy-3-(2-methoxy-1-methoxymethyl-ethyl)-2,3,4,5-tetrahydro-1H-benzo[d]azepin-7-ylamine), ClC1=NC=C(C(=N1)NC1=C(C=CC=C1)S(=O)(=O)C(C)C)Cl ((2,5-Dichloro-pyrimidin-4-yl)-[2-(propane-2-sulfonyl)-phenyl]-amine). The product is ClC=1C(=NC(=NC1)NC1=CC2=C(CCN(CC2)C(COC)COC)C=C1OC)NC1=C(C=CC=C1)S(=O)(=O)C(C)C (5-Chloro-N*2*-[8-methoxy-3-(2-methoxy-1-methoxymethyl-ethyl)-2,3,4,5-tetrahydro-1H-benzo[d]azepin-7-yl]-N*4*-[2-(propane-2-sulfonyl)-phenyl]-pyrimidine-2,4-diamine), solid. Yield: 31.0%. RXN SMILES: [CH3:1][O:2][C:3]1[C:4]([NH2:21])=[CH:5][C:6]2[CH2:12][CH2:11][N:10]([CH:13]([CH2:17][O:18][CH3:19])[CH2:14][O:15][CH3:16])[CH2:9][CH2:8][C:7]=2[CH:20]=1.Cl[C:23]1[N:28]=[C:27]([NH:29][C:30]2[CH:35]=[CH:34][CH:33]=[CH:32][C:31]=2[S:36]([CH:39]([CH3:41])[CH3:40])(=[O:38])=[O:37])[C:26]([Cl:42])=[CH:25][N:24]=1>>[Cl:42][C:26]1[C:27]([NH:29][C:30]2[CH:35]=[CH:34][CH:33]=[CH:32][C:31]=2[S:36]([CH:39]([CH3:41])[CH3:40])(=[O:38])=[O:37])=[N:28][C:23]([NH:21][C:4]2[C:3]([O:2][CH3:1])=[CH:20][C:7]3[CH2:8][CH2:9][N:10]([CH:13]([CH2:14][O:15][CH3:16])[CH2:17][O:18][CH3:19])[CH2:11][CH2:12][C:6]=3[CH:5]=2)=[N:24][CH:25]=1. Procedure: The title compound was prepared from 8-Methoxy-3-(2-methoxy-1-methoxymethyl-ethyl)-2,3,4,5-tetrahydro-1H-benzo[d]azepin-7-ylamine and (2,5-Dichloro-pyrimidin-4-yl)-[2-(propane-2-sulfonyl)-phenyl]-amine in an analogous manner to Example 61e. Product isolated as an off-white solid (0.022 g, 31%). MP: 52-76° C. 1HNMR (400 MHz, CDCl3, δ, ppm): 9.50 (s, 1H), 8.56 (d, 1H, J=8.6 Hz), 8.15 (s, 1H), 7.96 (s, 1H), 7.92 (d, 1H, J=8.1 Hz), 7.63-7.57 (m, 1H), 7.48 (s, 1H), 7.28-7.22 (m, 1H), 6.65 (s, 1H), 3.... Procedure details: After repetition of the previous reaction, a mixture of 6-methoxy-7-[3-(4-methylpiperazin-1-yl)propoxy]-3,4-dihydroquinazoline-4-one (2.15 g), thionyl chloride (25 ml) and DMF (0.18 ml) was stirred and heated to reflux for 2 hours. The thionyl chloride was evaporated under vacuum and the residue azeotroped twice with toluene. The residue was taken up in water, basified by the addition of a saturated aqueous sodium bicarbonate solution and extracted with methylene chloride (4 times). The combined... As a reaction SMILES: [CH3:1][O:2][C:3]1[CH:4]=[C:5]2[C:10](=[CH:11][C:12]=1[O:13][CH2:14][CH2:15][CH2:16][N:17]1[CH2:22][CH2:21][N:20]([CH3:23])[CH2:19][CH2:18]1)[N:9]=[CH:8][NH:7][C:6]2=O.S(Cl)([Cl:27])=O>CN(C=O)C>[Cl:27][C:6]1[C:5]2[C:10](=[CH:11][C:12]([O:13][CH2:14][CH2:15][CH2:16][N:17]3[CH2:22][CH2:21][N:20]([CH3:23])[CH2:19][CH2:18]3)=[C:3]([O:2][CH3:1])[CH:4]=2)[N:9]=[CH:8][N:7]=1. Reactants: COC=1C=C2C(NC=NC2=CC1OCCCN1CCN(CC1)C)=O (6-methoxy-7-[3-(4-methylpiperazin-1-yl)propoxy]-3,4-dihydroquinazoline-4-one), S(=O)(Cl)Cl (thionyl chloride). Yields the product ClC1=NC=NC2=CC(=C(C=C12)OC)OCCCN1CCN(CC1)C (4-chloro-6-methoxy-7-[3-(4-methylpiperazin-1-yl)propoxy]quinazoline). The solvent is CN(C)C=O (DMF). Procedure details: A mixture of 1 g of (S)-2-chloro-8-trifluoromethyl-6,7,8,9-tetrahydro-pyrimido[1,2-a]pyrimidin-4-one and of 15 ml of morpholine is heated at 80° C. After one and a half hours of heating and after verification by LC/MS, the reaction is complete. After cooling, the reaction mixture is concentrated under reduced pressure. 10 ml of cold water and 100 ml of ethyl acetate are added to the residue obtained. The resulting organic phase is separated and then dried over magnesium sulphate, filtered, and c... Starting materials: ClC=1N=C2N(C(C1)=O)CC[C@H](N2)C(F)(F)F ((S)-2-chloro-8-trifluoromethyl-6,7,8,9-tetrahydro-pyrimido[1,2-a]pyrimidin-4-one), N1CCOCC1 (morpholine). Yields the product N1(CCOCC1)C=1N=C2N(C(C1)=O)CC[C@H](N2)C(F)(F)F ((S)-2-morpholin-4-yl-8-trifluoromethyl-6,7,8,9-tetrahydropyrimido[1,2-a]pyrimidin-4-one). As a reaction SMILES: Cl[C:2]1[N:3]=[C:4]2[NH:12][C@H:11]([C:13]([F:16])([F:15])[F:14])[CH2:10][CH2:9][N:5]2[C:6](=[O:8])[CH:7]=1.[NH:17]1[CH2:22][CH2:21][O:20][CH2:19][CH2:18]1>>[N:17]1([C:2]2[N:3]=[C:4]3[NH:12][C@H:11]([C:13]([F:16])([F:15])[F:14])[CH2:10][CH2:9][N:5]3[C:6](=[O:8])[CH:7]=2)[CH2:22][CH2:21][O:20][CH2:19][CH2:18]1. Reactants: C1C(CCC2=CC=CC=C12)NC(=O)OCC1=CC=CC=C1 (phenylmethyl 1,2,3,4-tetrahydronaphthalene-2-carbamate), [H-].[Al+3].[Li+].[H-].[H-].[H-] (lithium aluminium hydride). Solvent: O1CCCC1 (tetrahydrofuran). Yields the product CNC1CC2=CC=CC=C2CC1 (2-(N-methyl)amino-1,2,3,4-tetrahydronaphthalene). The yield is 112.3%. Reaction SMILES: [CH2:1]1[C:10]2[C:5](=[CH:6][CH:7]=[CH:8][CH:9]=2)[CH2:4][CH2:3][CH:2]1[NH:11][C:12](OCC1C=CC=CC=1)=O.[H-].[Al+3].[Li+].[H-].[H-].[H-]>O1CCCC1>[CH3:12][NH:11][CH:2]1[CH2:3][CH2:4][C:5]2[C:10](=[CH:9][CH:8]=[CH:7][CH:6]=2)[CH2:1]1 |f:1.2.3.4.5.6|. Reported procedure: 7.43 g (26.4 mmol) of phenylmethyl 1,2,3,4-tetrahydronaphthalene-2-carbamate were added in portions to a suspension of 4.5 g (26.4 mmol) of lithium aluminium hydride in 200 ml of tetrahydrofuran, and the mixture was heated to reflux for 3 h 30, allowed to cool, and hydrolysed with an excess of aqueous 1N sodium hydroxide solution, the mixture was filtered and concentrated, and the residue was distilled at about 80 Pa between 140 and 240° C. 4.78 g of impure oil were obtained, which was utilised ...